Dataset: the Open Reaction Database (ORD), a public repository of structured organic reaction records. Task: describe an organic reaction: reactants, conditions, products, and yield Starting materials: C1(CC1)C(CC1(CCN(CC1)C(=O)OC(C)(C)C)C(=O)OCC)=C (1-tert-butyl 4-ethyl 4-(2-cyclopropylallyl)piperidine-1,4-dicarboxylate), C(C)C1N(C(C2(C1)CCNCC2)=O)C=2COC(C2)=O (3-ethyl-2-(5-oxo-2,5-dihydrofuran-3-yl)-2,8-diazaspiro[4.5]decan-1-one). Yields the product C1(CC1)C1N(C(C2(C1)CCNCC2)=O)C=2COC(C2)=O (3-cyclopropyl-2-(5-oxo-2,5-dihydrofuran-3-yl)-2,8-diazaspiro[4.5]decan-1-one). RXN SMILES: [CH:1]1([C:4](=C)[CH2:5][C:6]2([C:19]([O:21]CC)=O)[CH2:11][CH2:10][N:9](C(OC(C)(C)C)=O)[CH2:8][CH2:7]2)[CH2:3][CH2:2]1.C(C1CC2(CCNCC2)C(=O)[N:28]1[C:38]1[CH2:39][O:40][C:41](=[O:43])[CH:42]=1)C>>[CH:1]1([CH:4]2[CH2:5][C:6]3([CH2:7][CH2:8][NH:9][CH2:10][CH2:11]3)[C:19](=[O:21])[N:28]2[C:38]2[CH2:39][O:40][C:41](=[O:43])[CH:42]=2)[CH2:2][CH2:3]1. Procedure: The title compound was prepared from 1-tert-butyl 4-ethyl 4-(2-cyclopropylallyl)piperidine-1,4-dicarboxylate in four steps in an analogous fashion as described for 3-ethyl-2-(5-oxo-2,5-dihydrofuran-3-yl)-2,8-diazaspiro[4.5]decan-1-one (I-43). Starting materials: CI, CCO, CCOC(=O)C(C=O)OCc1cccnc1, CCOC=O, NC(N)=S, [Na+], [Na], [OH-], O, O=c1[nH]c(=S)[nH]cc1OCc1cccnc1, CCOC(=O)COCc1cccnc1, O=c1cc[nH]c(=O)[nH]1. Product: CSc1ncc(OCc2cccnc2)c(=O)[nH]1. As a reaction SMILES: [CH3:67][I:68].[CH3:70][CH2:71][OH:72].[CH:21]([CH:22]([O:23][CH2:24][c:25]1[cH:26][n:27][cH:28][cH:29][cH:30]1)[C:31]([O:32][CH2:33][CH3:34])=[O:35])=[O:36].[CH:2]([O:3][CH2:4][CH3:5])=[O:6].[NH2:37][C:38](=[S:39])[NH2:40].[Na+:66].[Na:1].[OH-:65].[OH2:69].[n:41]1[cH:42][c:43]([CH2:47][O:48][c:49]2[c:50](=[O:56])[nH:51][c:52](=[S:55])[nH:53][cH:54]2)[cH:44][cH:45][cH:46]1.[n:7]1[cH:8][cH:9][cH:10][c:11]([CH2:12][O:13][CH2:14][C:15]([O:16][CH2:17][CH3:18])=[O:19])[cH:20]1.[nH:57]1[cH:58][cH:59][c:60](=[O:61])[nH:62][c:63]1=[O:64]>>[CH3:2][S:55][c:52]1[nH:51][c:50](=[O:56])[c:49]([O:48][CH2:47][c:43]2[cH:42][n:41][cH:46][cH:45][cH:44]2)[cH:54][n:53]1.